This data is from the Open Reaction Database (ORD), a public repository of structured organic reaction records. The task is: describe an organic reaction: reactants, conditions, products, and yield Starting materials: CCN(CC)CCN, O=C(O)c1cccc(-c2nc(N3CCOCC3)nc3c2CCN3c2cccnc2)c1. Yields the product CCN(CC)CCNC(=O)c1cccc(-c2nc(N3CCOCC3)nc3c2CCN3c2cccnc2)c1. RXN SMILES: [CH2:31]([CH3:32])[N:33]([CH2:34][CH2:35][NH2:36])[CH2:37][CH3:38].[O:1]1[CH2:2][CH2:3][N:4]([c:7]2[n:8][c:9](-[c:22]3[cH:23][c:24]([C:25](=[O:26])[OH:27])[cH:28][cH:29][cH:30]3)[c:10]3[c:11]([n:12]2)[N:13]([c:16]2[cH:17][n:18][cH:19][cH:20][cH:21]2)[CH2:14][CH2:15]3)[CH2:5][CH2:6]1>>[O:1]1[CH2:2][CH2:3][N:4]([c:7]2[n:8][c:9](-[c:22]3[cH:23][c:24]([C:25](=[O:27])[NH:36][CH2:35][CH2:34][N:33]([CH2:31][CH3:32])[CH2:37][CH3:38])[cH:28][cH:29][cH:30]3)[c:10]3[c:11]([n:12]2)[N:13]([c:16]2[cH:17][n:18][cH:19][cH:20][cH:21]2)[CH2:14][CH2:15]3)[CH2:5][CH2:6]1. Reactants: C27H28N6O3, N1=C(C=CC=C1)N(C(=O)C1=CC2=C(N(C(=N2)CCC2=CC=C(C=C2)C#N)C)C=C1)CC(=O)OCC (1-methyl-2-[2-(4-cyanophenyl)ethyl]-benzimidazol-5-yl-carboxylic acid-N-(2-pyridyl)-N-(ethoxycarbonylmethyl)-amide), Cl (hydrochloric acid), C([O-])([O-])=O.[NH4+].[NH4+] (ammonium carbonate). Solvent: C(C)O (ethanol). Product: Cl.Cl.N1=C(C=CC=C1)N(C(=O)C1=CC2=C(N(C(=N2)CCC2=CC=C(C=C2)C(N)=N)C)C=C1)CC(=O)OCC (1-Methyl-2-[2-(4-amidinophenyl)ethyl]-benzimidazol-5-yl-carboxylic acid-N-(2-pyridyl)-N-(ethoxycarbonylmethyl)-amide-dihydrochloride). Yield: 90.0%. As a reaction SMILES: [N:1]1[CH:6]=[CH:5][CH:4]=[CH:3][C:2]=1[N:7]([CH2:30][C:31]([O:33][CH2:34][CH3:35])=[O:32])[C:8]([C:10]1[CH:29]=[CH:28][C:13]2[N:14]([CH3:27])[C:15]([CH2:17][CH2:18][C:19]3[CH:24]=[CH:23][C:22]([C:25]#[N:26])=[CH:21][CH:20]=3)=[N:16][C:12]=2[CH:11]=1)=[O:9].[ClH:36].C(=O)([O-])[O-].[NH4+:41].[NH4+]>C(O)C>[ClH:36].[ClH:36].[N:1]1[CH:6]=[CH:5][CH:4]=[CH:3][C:2]=1[N:7]([CH2:30][C:31]([O:33][CH2:34][CH3:35])=[O:32])[C:8]([C:10]1[CH:29]=[CH:28][C:13]2[N:14]([CH3:27])[C:15]([CH2:17][CH2:18][C:19]3[CH:24]=[CH:23][C:22]([C:25](=[NH:41])[NH2:26])=[CH:21][CH:20]=3)=[N:16][C:12]=2[CH:11]=1)=[O:9] |f:2.3.4,6.7.8|. Procedure: Prepared analogously to Example 25d from 1-methyl-2-[2-(4-cyanophenyl)ethyl]-benzimidazol-5-yl-carboxylic acid-N-(2-pyridyl)-N-(ethoxycarbonylmethyl)-amide, ethanolic hydrochloric acid, ethanol and ammonium carbonate. Yield: 90% of theory, Rf value: 0.17 (silica gel; dichloromethane/ethanol=4:1) C27H28N6O3 (484.6) ##EQU29##